This data is from the Open Reaction Database (ORD), a public repository of structured organic reaction records. The task is: describe an organic reaction: reactants, conditions, products, and yield Starting materials: CC1=C(N=C(O1)C1=CC=CC=C1)COC1=CC=C(CN2C=C(C(=C2)C2=CC=CC=C2)CO)C=C1 ([1-[4-(5-methyl-2-phenyl-4-oxazolylmethoxy)benzyl]-4-phenyl-3-pyrrolyl]methanol). Reagents/catalysts: [O-2].[O-2].[Mn+4] (manganese dioxide). Run in C1(=CC=CC=C1)C (toluene). Reaction conditions: temperature 80 celsius, time 10 hour. Product: CC1=C(N=C(O1)C1=CC=CC=C1)COC1=CC=C(CN2C=C(C(=C2)C2=CC=CC=C2)C=O)C=C1 (1-[4-(5-methyl-2-phenyl-4-oxazolylmethoxy)benzyl]-4-phenylpyrrole-3-carbaldehyde). Isolated yield 71.9%. RXN SMILES: [CH3:1][C:2]1[O:6][C:5]([C:7]2[CH:12]=[CH:11][CH:10]=[CH:9][CH:8]=2)=[N:4][C:3]=1[CH2:13][O:14][C:15]1[CH:34]=[CH:33][C:18]([CH2:19][N:20]2[CH:24]=[C:23]([C:25]3[CH:30]=[CH:29][CH:28]=[CH:27][CH:26]=3)[C:22]([CH2:31][OH:32])=[CH:21]2)=[CH:17][CH:16]=1>[O-2].[O-2].[Mn+4].C1(C)C=CC=CC=1>[CH3:1][C:2]1[O:6][C:5]([C:7]2[CH:8]=[CH:9][CH:10]=[CH:11][CH:12]=2)=[N:4][C:3]=1[CH2:13][O:14][C:15]1[CH:34]=[CH:33][C:18]([CH2:19][N:20]2[CH:24]=[C:23]([C:25]3[CH:26]=[CH:27][CH:28]=[CH:29][CH:30]=3)[C:22]([CH:31]=[O:32])=[CH:21]2)=[CH:17][CH:16]=1 |f:1.2.3|. Reported procedure: A mixture of [1-[4-(5-methyl-2-phenyl-4-oxazolylmethoxy)benzyl]-4-phenyl-3-pyrrolyl]methanol (3.98 g), activated manganese dioxide (8.00 g), and toluene (50 ml) was stirred at 80° C. for 10 hours. After the manganese dioxide was removed by filtration, the filtrate was concentrated. The residue was subjected to silica gel column chromatography, and 1-[4-(5-methyl-2-phenyl-4-oxazolylmethoxy)benzyl]-4-phenylpyrrole-3-carbaldehyde (2.85 g, yield: 72%) was obtained as colorless crystals from the frac... Reaction SMILES: [B:20]([Br:21])([Br:22])[Br:23].[Cl:1][c:2]1[c:3]2[cH:4][cH:5][cH:6][n:7][c:8]2[cH:9][c:10](-[c:12]2[cH:13][c:14]([O:18][CH3:19])[cH:15][cH:16][cH:17]2)[n:11]1.[Cl:24][CH2:25][Cl:26]>>[Cl:1][c:2]1[c:3]2[cH:4][cH:5][cH:6][n:7][c:8]2[cH:9][c:10](-[c:12]2[cH:13][c:14]([OH:18])[cH:15][cH:16][cH:17]2)[n:11]1. The product is Oc1cccc(-c2cc3ncccc3c(Cl)n2)c1. The reactants are BrB(Br)Br, COc1cccc(-c2cc3ncccc3c(Cl)n2)c1, ClCCl. Starting materials: O=C1N(CCC12CCN(CC2)C(=O)OC(C)(C)C)C=2COC(C2)=O (tert-butyl 1-oxo-2-(5-oxo-2,5-dihydrofuran-3-yl)-2,8-diazaspiro[4.5]decane-8-carboxylate), FC(C(=O)O)(F)F (trifluoroacetic acid). Solvent: C(Cl)Cl (methylene chloride). Conditions: time 1 hour. The product is O=C1C=C(CO1)N1C(C2(CC1)CCNCC2)=O (2-(5-oxo-2,5-dihydrofuran-3-yl)-2,8-diazaspiro[4.5]decan-1-one). As a reaction SMILES: [O:1]=[C:2]1[C:6]2([CH2:11][CH2:10][N:9](C(OC(C)(C)C)=O)[CH2:8][CH2:7]2)[CH2:5][CH2:4][N:3]1[C:19]1[CH2:20][O:21][C:22](=[O:24])[CH:23]=1.FC(F)(F)C(O)=O>C(Cl)Cl>[O:24]=[C:22]1[O:21][CH2:20][C:19]([N:3]2[CH2:4][CH2:5][C:6]3([CH2:7][CH2:8][NH:9][CH2:10][CH2:11]3)[C:2]2=[O:1])=[CH:23]1. Procedure: To a solution of tert-butyl 1-oxo-2-(5-oxo-2,5-dihydrofuran-3-yl)-2,8-diazaspiro[4.5]decane-8-carboxylate (5.70 g, 16.9 mmol) in methylene chloride (10 mL) was added trifluoroacetic acid (26.1 mL, 339 mmol) and the resulting solution was stirred at rt for 1 h. After concentration the residue was basified on ion exchange column followed by washing with 1N ammonia in methanol solution to give 2-(5-oxo-2,5-dihydrofuran-3-yl)-2,8-diazaspiro[4.5]decan-1-one. LC/MS: (M+1)+: 237.06. The reactants are COc1cc(OC)cc(Sc2ccccc2CBr)c1, CS(C)=O, CCOC(C)=O, N#C[Na]. The product is COc1cc(OC)cc(Sc2ccccc2CC#N)c1. RXN SMILES: [CH3:1][O:2][c:3]1[cH:4][c:5]([S:11][c:12]2[c:13]([CH2:14][Br:15])[cH:16][cH:17][cH:18][cH:19]2)[cH:6][c:7]([O:9][CH3:10])[cH:8]1.[CH3:23][S:24](=[O:25])[CH3:26].[CH3:27][CH2:28][O:29][C:30](=[O:31])[CH3:32].[Na:20][C:21]#[N:22]>>[CH3:1][O:2][c:3]1[cH:4][c:5]([S:11][c:12]2[c:13]([CH2:14][C:21]#[N:22])[cH:16][cH:17][cH:18][cH:19]2)[cH:6][c:7]([O:9][CH3:10])[cH:8]1. Starting materials: CN(C=O)C (N,N-dimethylformamide), ClC=1C=C(C=CC1CCl)C1=NC(=NN1C)C1=C(C=CC=C1F)Cl (5-(3-chloro-4-chloromethylphenyl)-3-(2-chloro-6-fluorophenyl)-1-methyl-1H-1,2,4-triazole), C([O-])([O-])=O.[K+].[K+] (potassium carbonate), FC1=C(C=CC(=C1)C(F)(F)F)O (2-fluoro-4-trifluoromethyl phenol). Run in O (water). As a reaction SMILES: CN(C)C=O.[Cl:6][C:7]1[CH:8]=[C:9]([C:15]2[N:19]([CH3:20])[N:18]=[C:17]([C:21]3[C:26]([F:27])=[CH:25][CH:24]=[CH:23][C:22]=3[Cl:28])[N:16]=2)[CH:10]=[CH:11][C:12]=1[CH2:13]Cl.C(=O)([O-])[O-].[K+].[K+].[F:35][C:36]1[CH:41]=[C:40]([C:42]([F:45])([F:44])[F:43])[CH:39]=[CH:38][C:37]=1[OH:46]>O>[Cl:28][C:22]1[CH:23]=[CH:24][CH:25]=[C:26]([F:27])[C:21]=1[C:17]1[N:16]=[C:15]([C:9]2[CH:10]=[CH:11][C:12]([CH2:13][O:46][C:37]3[CH:38]=[CH:39][C:40]([C:42]([F:43])([F:44])[F:45])=[CH:41][C:36]=3[F:35])=[C:7]([Cl:6])[CH:8]=2)[N:19]([CH3:20])[N:18]=1 |f:2.3.4|. Product: ClC1=C(C(=CC=C1)F)C1=NN(C(=N1)C1=CC(=C(C=C1)COC1=C(C=C(C=C1)C(F)(F)F)F)Cl)C (3-(2-chloro-6-fluorophenyl)-5-[3-chloro-4-(2-fluoro-4-trifluoromethylphenoxymethyl)phenyl]-1-methyl-1H-1,2,4-triazole). Yield: 73.0%. Procedure details: To 100 ml of N,N-dimethylformamide are added 5-(3-chloro-4-chloromethylphenyl)-3-(2-chloro-6-fluorophenyl)-1-methyl-1H-1,2,4-triazole (1.60 g) and potassium carbonate (0.60 g) and 2-fluoro-4-trifluoromethyl phenol (0.80 g) is added thereto at room temperature with stirring, which is stirred at 70° C. for 3 hours. On completion of the reaction, the reaction solution is cooled to room temperature, poured into water and extracted with ethyl acetate. The organic layer is washed with water, dried ove...